Task: describe an organic reaction: reactants, conditions, products, and yield. Dataset: the Open Reaction Database (ORD), a public repository of structured organic reaction records Reactants: C(C)(C)OC1=CC=C(C=C1)C(C)=O (1-isopropoxy-4-acetylbenzene), C[Mg]Br (methyl magnesium bromide). The product is C(C)(C)OC1=CC=C(C=C1)C(C)(C)O (1-isopropoxy-4-(1-hydroxy-1-methylethyl)benzene). As a reaction SMILES: [CH:1]([O:4][C:5]1[CH:10]=[CH:9][C:8]([C:11](=[O:13])[CH3:12])=[CH:7][CH:6]=1)([CH3:3])[CH3:2].[CH3:14][Mg]Br>>[CH:1]([O:4][C:5]1[CH:6]=[CH:7][C:8]([C:11]([OH:13])([CH3:14])[CH3:12])=[CH:9][CH:10]=1)([CH3:3])[CH3:2]. Procedure details: Reaction of 1-isopropoxy-4-acetylbenzene with methyl magnesium bromide afforded 1-isopropoxy-4-(1-hydroxy-1-methylethyl)benzene. A solution of 35 g. of 1-isopropoxy-4-(1-hydroxy-1-methylethyl)benzene in 65 ml. of ethyl alcohol and 300 ml. of liquid ammonia was stirred while 5 g. of Lithium metal in the form of small pieces was added portionwise over thirty minutes. The reaction mixture was stirred for an additional thirty minutes, and then was diluted with 150 ml. of toluene and 35 g. of ammoniu... The reactants are CCc1cccc(CC)c1-c1cc2c(C(O)CC(C)C)cn(-c3ccc(C(C)C)cc3)c2cn1, CC(=O)OC(C)=O, CN(C)c1ccncc1, CCN(C(C)C)C(C)C, ClCCl. Product: CCc1cccc(CC)c1-c1cc2c(C(CC(C)C)OC(C)=O)cn(-c3ccc(C(C)C)cc3)c2cn1. Reaction SMILES: [CH2:1]([CH3:2])[c:3]1[c:4](-[c:11]2[cH:12][c:13]3[c:14]([cH:15][n:16]2)[n:17](-[c:26]2[cH:27][cH:28][c:29]([CH:32]([CH3:33])[CH3:34])[cH:30][cH:31]2)[cH:18][c:19]3[CH:20]([CH2:21][CH:22]([CH3:23])[CH3:24])[OH:25])[c:5]([CH2:9][CH3:10])[cH:6][cH:7][cH:8]1.[CH3:44][C:45](=[O:46])[O:47][C:48](=[O:49])[CH3:50].[CH3:54][N:55]([c:56]1[cH:57][cH:58][n:59][cH:60][cH:61]1)[CH3:62].[CH:35]([N:36]([CH2:37][CH3:38])[CH:39]([CH3:40])[CH3:41])([CH3:42])[CH3:43].[Cl:51][CH2:52][Cl:53]>>[CH2:1]([CH3:2])[c:3]1[c:4](-[c:11]2[cH:12][c:13]3[c:14]([cH:15][n:16]2)[n:17](-[c:26]2[cH:27][cH:28][c:29]([CH:32]([CH3:33])[CH3:34])[cH:30][cH:31]2)[cH:18][c:19]3[CH:20]([CH2:21][CH:22]([CH3:23])[CH3:24])[O:25][C:45]([CH3:44])=[O:46])[c:5]([CH2:9][CH3:10])[cH:6][cH:7][cH:8]1. Reactants: C1(CCCCC1)C=1C=2C=CC(=CC2N2CCN3C4=C(C21)C=CC=C4N=C3C)C(=O)OC (Methyl 14-cyclohexyl-5-methyl-7,8-dihydroimidazo[4,5,1-jk]indolo[1,2-d][1,4]benzodiazepine-11-carboxylate), Cl (HCl). The solvent is O.CO.C1CCOC1 (H2O MeOH THF), O[Li].O (LiOH.H2O). Run at temperature 60 celsius. The product is C1(CCCCC1)C=1C=2C=CC(=CC2N2CCN3C4=C(C21)C=CC=C4N=C3C)C(=O)O (14-cyclohexyl-5-methyl-7,8-dihydroimidazo[4,5,1-jk]indolo[1,2-d][1,4]-benzodiazepine-11-carboxylic acid). Yield: 68.0%. Reaction SMILES: [CH:1]1([C:7]2[C:8]3[CH:9]=[CH:10][C:11]([C:28]([O:30]C)=[O:29])=[CH:12][C:13]=3[N:14]3[C:20]=2[C:19]2[CH:21]=[CH:22][CH:23]=[C:24]4[N:25]=[C:26]([CH3:27])[N:17]([C:18]=24)[CH2:16][CH2:15]3)[CH2:6][CH2:5][CH2:4][CH2:3][CH2:2]1.Cl>O.CO.C1COCC1.O[Li].O>[CH:1]1([C:7]2[C:8]3[CH:9]=[CH:10][C:11]([C:28]([OH:30])=[O:29])=[CH:12][C:13]=3[N:14]3[C:20]=2[C:19]2[CH:21]=[CH:22][CH:23]=[C:24]4[N:25]=[C:26]([CH3:27])[N:17]([C:18]=24)[CH2:16][CH2:15]3)[CH2:2][CH2:3][CH2:4][CH2:5][CH2:6]1 |f:2.3.4,5.6|. Reported procedure: Methyl 14-cyclohexyl-5-methyl-7,8-dihydroimidazo[4,5,1-jk]indolo[1,2-d][1,4]benzodiazepine-11-carboxylate was dissolved in a mixture of H2O/MeOH/THF (1/1/1) (0.015 M) and LiOH.H2O added (4.4 eq). The reaction was stirred with heating at 60° C. for 3 h, before being allowed to cool to RT, acidified with 1N HCl (aq). The volatiles were removed in vacuo and the residue purified by RP-HPLC (stationary phase: column WATERS X-TERRA prep. C18, 5 microns. Mobile phase: MeCN/H2O buffered with 0.1% TFA). ... Reactants: CC=1C=NC=CC1C=O (3-Methylpyridine-4-carbaldehyde), C[Mg]Br (methylmagnesium bromide), [Cl-].[NH4+] (ammonium chloride). Solvent: O1CCCC1 (tetrahydrofuran). The product is CC=1C=NC=CC1C(C)O (1-(3-Methylpyridin-4-yl)ethanol). Reaction SMILES: [CH3:1][C:2]1[CH:3]=[N:4][CH:5]=[CH:6][C:7]=1[CH:8]=[O:9].[CH3:10][Mg]Br.[Cl-].[NH4+]>O1CCCC1>[CH3:1][C:2]1[CH:3]=[N:4][CH:5]=[CH:6][C:7]=1[CH:8]([OH:9])[CH3:10] |f:2.3|. Procedure: 3-Methylpyridine-4-carbaldehyde (310.6 mg, 1.00 mmol) in tetrahydrofuran (6 mL) was mixed with methylmagnesium bromide (0.98 M in tetrahydrofuran, 4.74 mL, 4.65 mmol) under −78° C., and the mixture was warmed slowly to room temperature for 16 hours with stirring. After completion of the reaction, the reaction solution was mixed with saturated aqueous ammonium chloride and extracted with ethyl acetate, and the organic layer was dried over anhydrous sodium sulfate and evaporated under reduced pres...